From a dataset of the Open Reaction Database (ORD), a public repository of structured organic reaction records. describe an organic reaction: reactants, conditions, products, and yield Reactants: COCCOC, CCOC(C)=O, O=C1CN(S(=O)(=O)c2ccc(I)cc2)CCN1CC1CCN(c2ccncc2)CC1, [Na+], [Na+], O=C([O-])[O-], OB(O)c1ccccc1, c1ccc(P(c2ccccc2)(c2ccccc2)[Pd](P(c2ccccc2)(c2ccccc2)c2ccccc2)(P(c2ccccc2)(c2ccccc2)c2ccccc2)P(c2ccccc2)(c2ccccc2)c2ccccc2)cc1. The product is O=C1CN(S(=O)(=O)c2ccc(-c3ccccc3)cc2)CCN1CC1CCN(c2ccncc2)CC1. RXN SMILES: [CH2:46]([CH2:47][O:48][CH3:49])[O:50][CH3:51].[CH3:129][CH2:130][O:131][C:132](=[O:133])[CH3:134].[I:1][c:2]1[cH:3][cH:4][c:5]([S:8](=[O:9])(=[O:10])[N:11]2[CH2:12][C:13](=[O:30])[N:14]([CH2:17][CH:18]3[CH2:19][CH2:20][N:21]([c:24]4[cH:25][cH:26][n:27][cH:28][cH:29]4)[CH2:22][CH2:23]3)[CH2:15][CH2:16]2)[cH:6][cH:7]1.[Na+:40].[Na+:41].[O-:42][C:43](=[O:44])[O-:45].[OH:31][B:32]([OH:33])[c:34]1[cH:35][cH:36][cH:37][cH:38][cH:39]1.[cH:52]1[cH:53][cH:54][c:55]([P:56]([Pd:57]([P:58]([c:59]2[cH:60][cH:61][cH:62][cH:63][cH:64]2)([c:65]2[cH:66][cH:67][cH:68][cH:69][cH:70]2)[c:71]2[cH:72][cH:73][cH:74][cH:75][cH:76]2)([P:77]([c:78]2[cH:79][cH:80][cH:81][cH:82][cH:83]2)([c:84]2[cH:85][cH:86][cH:87][cH:88][cH:89]2)[c:90]2[cH:91][cH:92][cH:93][cH:94][cH:95]2)[P:96]([c:97]2[cH:98][cH:99][cH:100][cH:101][cH:102]2)([c:103]2[cH:104][cH:105][cH:106][cH:107][cH:108]2)[c:109]2[cH:110][cH:111][cH:112][cH:113][cH:114]2)([c:115]2[cH:116][cH:117][cH:118][cH:119][cH:120]2)[c:121]2[cH:122][cH:123][cH:124][cH:125][cH:126]2)[cH:127][cH:128]1>>[c:2]1(-[c:34]2[cH:35][cH:36][cH:37][cH:38][cH:39]2)[cH:3][cH:4][c:5]([S:8](=[O:9])(=[O:10])[N:11]2[CH2:12][C:13](=[O:30])[N:14]([CH2:17][CH:18]3[CH2:19][CH2:20][N:21]([c:24]4[cH:25][cH:26][n:27][cH:28][cH:29]4)[CH2:22][CH2:23]3)[CH2:15][CH2:16]2)[cH:6][cH:7]1. Starting materials: NC1=C(C=CC=C1)S(=O)(=O)N (2-aminobenzenesulfonamide), ClC1=CC=C(S1)S(=O)(=O)Cl (5-chlorothiophene-2-sulfonyl chloride). Run in N1=CC=CC=C1 (pyridine). Reaction conditions: temperature 60 celsius. Yields the product ClC1=CC=C(S1)S(=O)(=O)NC1=C(C=CC=C1)S(N)(=O)=O (5-Chloro-N-(2-sulfamoylphenyl)thiophene-2-sulfonamide). The yield is 57.0%. Reaction SMILES: [NH2:1][C:2]1[CH:7]=[CH:6][CH:5]=[CH:4][C:3]=1[S:8]([NH2:11])(=[O:10])=[O:9].[Cl:12][C:13]1[S:17][C:16]([S:18](Cl)(=[O:20])=[O:19])=[CH:15][CH:14]=1>N1C=CC=CC=1>[Cl:12][C:13]1[S:17][C:16]([S:18]([NH:1][C:2]2[CH:7]=[CH:6][CH:5]=[CH:4][C:3]=2[S:8](=[O:9])(=[O:10])[NH2:11])(=[O:20])=[O:19])=[CH:15][CH:14]=1. Reported procedure: To a solution of 2-aminobenzenesulfonamide (172 mg) in pyridine (3 ml) was added 5-chlorothiophene-2-sulfonyl chloride (217 mg) and the resulting mixture was heated at 60° C. for 18 h. The mixture was concentrated and then partitioned between DCM (20 ml) and 2N HCl (10 ml). The organics were separated, dried (MgSO4) and evaporated to a gum which was purified by silica chromatography eluting with a gradient of ethyl acetate/hexane to give the title compound as a solid (201 mg).